From a dataset of the Open Reaction Database (ORD), a public repository of structured organic reaction records. describe an organic reaction: reactants, conditions, products, and yield The reactants are COC1=CC=C(C(=O)C2CCN(CC2)C2C(NCC2)=O)C=C1 (3-[4-(4-methoxy-benzoyl)-piperidin-1-yl]-pyrrolidin-2-one), ClCC=1NC(C2=C(N1)SC(=C2)C)=O (2-chloromethyl-6-methyl-3H-thieno[2,3-d]pyrimidin-4-one), [H-].[Na+] (sodium hydride). Solvent: CCOCC (ether), C1CCOC1 (THF). Run at temperature 70 celsius. Yields the product COC1=CC=C(C(=O)C2CCN(CC2)C2C(N(CC2)CC=2NC(C3C(N2)SC(=C3)C)=O)=O)C=C1 (2-{3-[4-(4-Methoxy-benzoyl)-piperidin-1-yl]-2-oxo-pyrrolidin-1-ylmethyl}-6-methyl-4a,7a-dihydro-3H-thieno[2,3-d]pyrimidin-4-one). Yield: 88.5%. As a reaction SMILES: [CH3:1][O:2][C:3]1[CH:22]=[CH:21][C:6]([C:7]([CH:9]2[CH2:14][CH2:13][N:12]([CH:15]3[CH2:19][CH2:18][NH:17][C:16]3=[O:20])[CH2:11][CH2:10]2)=[O:8])=[CH:5][CH:4]=1.Cl[CH2:24][C:25]1[NH:26][C:27](=[O:35])[C:28]2[CH:33]=[C:32]([CH3:34])[S:31][C:29]=2[N:30]=1.[H-].[Na+]>C1COCC1.CCOCC>[CH3:1][O:2][C:3]1[CH:4]=[CH:5][C:6]([C:7]([CH:9]2[CH2:14][CH2:13][N:12]([CH:15]3[CH2:19][CH2:18][N:17]([CH2:24][C:25]4[NH:26][C:27](=[O:35])[CH:28]5[CH:33]=[C:32]([CH3:34])[S:31][CH:29]5[N:30]=4)[C:16]3=[O:20])[CH2:11][CH2:10]2)=[O:8])=[CH:21][CH:22]=1 |f:2.3|. Procedure details: To a solution of 3-[4-(4-methoxy-benzoyl)-piperidin-1-yl]-pyrrolidin-2-one (0.165 mmol, 50 mg) and 2-chloromethyl-6-methyl-3H-thieno[2,3-d]pyrimidin-4-one (0.165 mmol, 33 mg) in THF (2 mL) was added sodium hydride (60%, 0.331 mmol, 23 mg) and heated to 70° C. for 1 hour. The reaction was allowed to cool to ambient temperature, diluted with 10 mL of ether, and the resulting solid in suspension was filtered and dried under vacuum provided the title compound as an off-white solid (70.5 mg, 95.4% yi... The reactants are BrCCCOC1=C(C=CC=C1)C1=CC=CC=C1 (2-(3-Bromo-propoxy)-biphenyl), N1CCOCC1 (morpholine). Yields the product C1(=C(C=CC=C1)OCCCN1CCOCC1)C1=CC=CC=C1 (4-[3-(biphenyl-2-yloxy)-propyl]-morpholine). As a reaction SMILES: Br[CH2:2][CH2:3][CH2:4][O:5][C:6]1[CH:11]=[CH:10][CH:9]=[CH:8][C:7]=1[C:12]1[CH:17]=[CH:16][CH:15]=[CH:14][CH:13]=1.[NH:18]1[CH2:23][CH2:22][O:21][CH2:20][CH2:19]1>>[C:7]1([C:12]2[CH:17]=[CH:16][CH:15]=[CH:14][CH:13]=2)[CH:8]=[CH:9][CH:10]=[CH:11][C:6]=1[O:5][CH2:4][CH2:3][CH2:2][N:18]1[CH2:23][CH2:22][O:21][CH2:20][CH2:19]1. Reported procedure: 2-(3-Bromo-propoxy)-biphenyl (1.0 g) was reacted with morpholine (5 mL) at 50° C. for 1 hour to form 4-[3-(biphenyl-2-yloxy)-propyl]-morpholine. The excess morpholine was evaporated and water was added, followed by extraction with ethyl acetate. Removal of ethyl acetate afforded 900 mg of 4-[3-(biphenyl-2-yloxy)-propyl]-morpholine (t) as an oil which was used without further purification: m/e: 297.17, MS (ES+): 298.2; 1H NMR (500 MHz, CDCl3): 7.8-7.0 (m, 9H), 4.0 (m, 2H), 3.7 (m, 4H), 2.5 (m, 6H... Starting materials: CNC(=O)c1c2cc(C3CC3)c(NS(C)(=O)=O)cc2nn1-c1ccc(Br)cc1, OCCCBr, O=C([O-])[O-], CCOC(C)=O, [K+], [K+]. The product is CNC(=O)c1c2cc(C3CC3)c(N(CCCO)S(C)(=O)=O)cc2nn1-c1ccc(Br)cc1. Reaction SMILES: [Br:1][c:2]1[cH:3][cH:4][c:5](-[n:8]2[n:9][c:10]3[cH:11][c:12]([NH:24][S:25](=[O:26])(=[O:27])[CH3:28])[c:13]([CH:21]4[CH2:22][CH2:23]4)[cH:14][c:15]3[c:16]2[C:17](=[O:18])[NH:19][CH3:20])[cH:6][cH:7]1.[Br:35][CH2:36][CH2:37][CH2:38][OH:39].[C:29](=[O:30])([O-:31])[O-:32].[CH3:40][CH2:41][O:42][C:43]([CH3:44])=[O:45].[K+:33].[K+:34]>>[Br:1][c:2]1[cH:3][cH:4][c:5](-[n:8]2[n:9][c:10]3[cH:11][c:12]([N:24]([S:25](=[O:26])(=[O:27])[CH3:28])[CH2:36][CH2:37][CH2:38][OH:39])[c:13]([CH:21]4[CH2:22][CH2:23]4)[cH:14][c:15]3[c:16]2[C:17](=[O:18])[NH:19][CH3:20])[cH:6][cH:7]1. The reactants are Cl (hydrochloric acid), C(C=C)OC(=O)N1[C@@H](C[C@H](C1)OS(=O)(=O)C)C(=O)OC ((2S,4R)-1-allyloxycarbonyl-2-methoxycarbonyl-4-methanesulfonyloxypyrrolidine), O1CCCC1 (tetrahydrofuran), [BH4-].[Na+] (sodium borohydride). Solvent: C(C)(=O)OCC (ethyl acetate), O (water), C(C)O (ethanol). Reaction conditions: temperature -60 celsius, time 3.5 hour. The product is C(C=C)OC(=O)N1[C@@H](C[C@H](C1)OS(=O)(=O)C)CO ((2S,4R)-1-allyloxycarbonyl-2-hydroxymethyl-4-methanesulfonyloxypyrrolidine). Yield: 88.8%. Reaction SMILES: [CH2:1]([O:4][C:5]([N:7]1[CH2:11][C@H:10]([O:12][S:13]([CH3:16])(=[O:15])=[O:14])[CH2:9][C@H:8]1[C:17](OC)=[O:18])=[O:6])[CH:2]=[CH2:3].O1CCCC1.[BH4-].[Na+].Cl>C(O)C.C(OCC)(=O)C.O>[CH2:1]([O:4][C:5]([N:7]1[CH2:11][C@H:10]([O:12][S:13]([CH3:16])(=[O:14])=[O:15])[CH2:9][C@H:8]1[CH2:17][OH:18])=[O:6])[CH:2]=[CH2:3] |f:2.3|. Reported procedure: To a solution of (2S,4R)-1-allyloxycarbonyl-2-methoxycarbonyl-4-methanesulfonyloxypyrrolidine (281 g) in a mixture of ethanol (0.9 () and tetrahydrofuran (0.6 l) was added sodium borohydride (69.2 g) at 5° C. and the resulting mixture was allowed to stir for 3.5 hours at 20°-27° C. After cooling to -60° C., the reaction mixture was taken up into a mixture of 12N hydrochloric acid (152.4 ml), water (2.5 l) and ethyl acetate (2.5 l) at 0° C. The organic layer was separated and the aqueous layer wa... The reactants are CNc1nccc(Oc2ccc(OCc3ccccc3)cc2)n1, CO, CCOC(C)=O. The product is CNc1nccc(Oc2ccc(O)cc2)n1. As a reaction SMILES: [CH2:1]([c:2]1[cH:3][cH:4][cH:5][cH:6][cH:7]1)[O:8][c:9]1[cH:10][cH:11][c:12]([O:13][c:14]2[n:15][c:16]([NH:20][CH3:21])[n:17][cH:18][cH:19]2)[cH:22][cH:23]1.[CH3:24][OH:25].[CH3:26][CH2:27][O:28][C:29]([CH3:30])=[O:31]>>[OH:8][c:9]1[cH:10][cH:11][c:12]([O:13][c:14]2[n:15][c:16]([NH:20][CH3:21])[n:17][cH:18][cH:19]2)[cH:22][cH:23]1. Reactants: [H-].[Na+] (Sodium hydride), O=C1N[C@@H](CCC[C@@H]1NC(OC(C)(C)C)=O)C1=CC=CC=C1 (tert-butyl (3S,7S)-2-oxo-7-phenylazepan-3-ylcarbamate), C1(CC1)CBr (cyclopropylmethyl bromide). The solvent is CN(C=O)C (N,N-dimethylformamide). Reaction conditions: time 14 hour. Yields the product C1(CC1)CN1C([C@H](CCC[C@H]1C1=CC=CC=C1)NC(OC(C)(C)C)=O)=O (tert-Butyl (3S,7S)-1-(cyclopropylmethyl)-2-oxo-7-phenylazepan-3-ylcarbamate). Isolated yield 85.5%. As a reaction SMILES: [H-].[Na+].[O:3]=[C:4]1[C@@H:10]([NH:11][C:12](=[O:18])[O:13][C:14]([CH3:17])([CH3:16])[CH3:15])[CH2:9][CH2:8][CH2:7][C@@H:6]([C:19]2[CH:24]=[CH:23][CH:22]=[CH:21][CH:20]=2)[NH:5]1.[CH:25]1([CH2:28]Br)[CH2:27][CH2:26]1>CN(C)C=O>[CH:25]1([CH2:28][N:5]2[C@H:6]([C:19]3[CH:20]=[CH:21][CH:22]=[CH:23][CH:24]=3)[CH2:7][CH2:8][CH2:9][C@H:10]([NH:11][C:12](=[O:18])[O:13][C:14]([CH3:17])([CH3:16])[CH3:15])[C:4]2=[O:3])[CH2:27][CH2:26]1 |f:0.1|. Procedure details: Sodium hydride (60% dispersion in mineral oil; 20.6 mg, 0.52 mmol) was added to a solution of tert-butyl (3S,7S)-2-oxo-7-phenylazepan-3-ylcarbamate (143 mg, 0.47 mmol) and cyclopropylmethyl bromide (0.11 mL, 1.18 mmol) in N,N-dimethylformamide (1 mL) at 0 □C, and the mixture was allowed to warm to ambient temperature. After 14 h, the reaction was quenched with water and the mixture was extracted with ethyl acetate. The organic layer was washed with water (3×), saturated brine, dried over magnesi... Reactants: C(C)(C)(C)OC(N[C@@H](C(C)C)C(N[C@@H](CC(C)C)B1O[C@]2([C@@H]3C([C@H](C[C@H]2O1)C3)(C)C)C)=O)=O ({(S)-2-Methyl-1-[(R)-3-methyl-1-((1S,2S,6R,8S)-2,9,9-trimethyl-3,5-dioxa-4-bora-tricyclo[6.1.1.02,6]dec-4-yl)-butylcarbamoyl]-propyl}-carbamic acid tert-butyl ester), example 1 ( c ), C(=O)(OC(C)(C)C)N[C@@H](CC(C)C)C(=O)O (Boc-L-leucine). Reported procedure: The title compound is prepared as described for {(S)-2-Methyl-1-[(R)-3-methyl-1-((1S,2S,6R,8S)-2,9,9-trimethyl-3,5-dioxa-4-bora-tricyclo[6.1.1.02,6]dec-4-yl)-butylcarbamoyl]-propyl}-carbamic acid tert-butyl ester (example 1 (c)) but using Boc-L-leucine. Yields the product C(C)(C)(C)OC(N[C@@H](CC(C)C)C(N[C@@H](CC(C)C)B1O[C@]2([C@@H]3C([C@H](C[C@H]2O1)C3)(C)C)C)=O)=O ({(S)-3-Methyl-1-[(R)-3-methyl-1-((1S,2S,6R,8S)-2,9,9-trimethyl-3,5-dioxa-4-bora-tricyclo[6.1.1.02,6]-dec-4-yl)-butylcarbamoyl]-butyl}-carbamic acid tert-butyl ester). Reaction SMILES: C(OC(=O)N[C@H](C(=O)[NH:13][C@H:14]([B:19]1[O:27][C@H:26]2[C@:21]([CH3:31])([C@H:22]3[CH2:28][C@@H:24]([CH2:25]2)[C:23]3([CH3:30])[CH3:29])[O:20]1)[CH2:15][CH:16]([CH3:18])[CH3:17])C(C)C)(C)(C)C.[C:34]([NH:41][C@H:42]([C:47]([OH:49])=O)[CH2:43][CH:44]([CH3:46])[CH3:45])([O:36][C:37]([CH3:40])([CH3:39])[CH3:38])=[O:35]>>[C:37]([O:36][C:34](=[O:35])[NH:41][C@H:42]([C:47](=[O:49])[NH:13][C@H:14]([B:19]1[O:27][C@H:26]2[C@:21]([CH3:31])([C@H:22]3[CH2:28][C@@H:24]([CH2:25]2)[C:23]3([CH3:29])[CH3:30])[O:20]1)[CH2:15][CH:16]([CH3:18])[CH3:17])[CH2:43][CH:44]([CH3:45])[CH3:46])([CH3:38])([CH3:39])[CH3:40]. Starting materials: ClCC1=CC(=NN1C)C1=CC(=C(C(=C1)OC)OC)OC (5-Chloromethyl-1-methyl-3-(3,4,5-trimethoxy-phenyl)pyrazole), N1CCNCCC1 (homopiperazine). Yields the product CN1N=C(C=C1CN1CCN(CCC1)CC1=CC(=NN1C)C1=CC(=C(C(=C1)OC)OC)OC)C1=CC(=C(C(=C1)OC)OC)OC (N,N′-bis[[1-Methyl-3-(3,4,5-trimethoxy-phenyl)pyrazol-5-yl]methyl]homopiperazine). As a reaction SMILES: Cl[CH2:2][C:3]1[N:7]([CH3:8])[N:6]=[C:5]([C:9]2[CH:14]=[C:13]([O:15][CH3:16])[C:12]([O:17][CH3:18])=[C:11]([O:19][CH3:20])[CH:10]=2)[CH:4]=1.[NH:21]1[CH2:27][CH2:26][CH2:25][NH:24][CH2:23][CH2:22]1>>[CH3:8][N:7]1[C:3]([CH2:2][N:21]2[CH2:27][CH2:26][CH2:25][N:24]([CH2:2][C:3]3[N:7]([CH3:8])[N:6]=[C:5]([C:9]4[CH:14]=[C:13]([O:15][CH3:16])[C:12]([O:17][CH3:18])=[C:11]([O:19][CH3:20])[CH:10]=4)[CH:4]=3)[CH2:23][CH2:22]2)=[CH:4][C:5]([C:9]2[CH:14]=[C:13]([O:15][CH3:16])[C:12]([O:17][CH3:18])=[C:11]([O:19][CH3:20])[CH:10]=2)=[N:6]1. Reported procedure: 5-Chloromethyl-1-methyl-3-(3,4,5-trimethoxy-phenyl)pyrazole (119 mg) and homopiperazine (20 mg) were reacted in the same manner in Example 1 to obtain the title compound as a free base. Starting materials: CN1CCCC1=O, CCOC(C)=O, COC(=O)c1ccc(Cl)nc1Cl, NCCc1cccc(F)c1, [K+], [K+], O=C([O-])[O-]. Yields the product COC(=O)c1ccc(Cl)nc1NCCc1cccc(F)c1. RXN SMILES: [CH3:29][N:30]1[CH2:31][CH2:32][CH2:33][C:34]1=[O:35].[CH3:36][CH2:37][O:38][C:39](=[O:40])[CH3:41].[Cl:1][c:2]1[c:3]([C:4](=[O:5])[O:6][CH3:7])[cH:8][cH:9][c:10]([Cl:12])[n:11]1.[F:13][c:14]1[cH:15][c:16]([CH2:17][CH2:18][NH2:19])[cH:20][cH:21][cH:22]1.[K+:23].[K+:24].[O-:25][C:26]([O-:27])=[O:28]>>[c:2]1([NH:19][CH2:18][CH2:17][c:16]2[cH:15][c:14]([F:13])[cH:22][cH:21][cH:20]2)[c:3]([C:4](=[O:5])[O:6][CH3:7])[cH:8][cH:9][c:10]([Cl:12])[n:11]1. Starting materials: N#Cc1ccc(Br)cc1, CO, C[O-], [Cl-], [NH4+], [Na+]. Product: N=C(N)c1ccc(Br)cc1, Cl. Reaction SMILES: [Br:4][c:5]1[cH:6][cH:7][c:8]([C:9]#[N:10])[cH:11][cH:12]1.[CH3:15][OH:16].[CH3:1][O-:2].[Cl-:13].[NH4+:14].[Na+:3]>>[Br:4][c:5]1[cH:6][cH:7][c:8]([C:9]([NH2:10])=[NH:14])[cH:11][cH:12]1.[ClH:13].